From a dataset of the Open Reaction Database (ORD), a public repository of structured organic reaction records. describe an organic reaction: reactants, conditions, products, and yield Reactants: C1(CC1)CN(C(=O)[C@@H]1O[C@H]1C1=CC=CC=C1)[C@H]1[C@@H](CCCC1)O ((2R,3S)—N-(Cyclopropylmethyl)-N-[(1R,2R)-2-hydroxycyclohexyl]-3-phenyloxirane-2-carboxamide). Run in C(C)#N.C(=O)(C(F)(F)F)O (acetonitrile TFA). The product is C1(CC1)CN1C([C@@H]([C@@H](O[C@H]2[C@H]1CCCC2)C2=CC=CC=C2)O)=O ((2S,3R,5aR,9aR)-5-(Cyclopropylmethyl)-3-hydroxy-2-phenyloctahydro-1,5-benzoxazepin-4(5H)-one). Isolated yield 80.9%. RXN SMILES: [CH:1]1([CH2:4][N:5]([C@@H:17]2[CH2:22][CH2:21][CH2:20][CH2:19][C@H:18]2[OH:23])[C:6]([C@H:8]2[C@H:10]([C:11]3[CH:16]=[CH:15][CH:14]=[CH:13][CH:12]=3)[O:9]2)=[O:7])[CH2:3][CH2:2]1>C(#N)C.C(O)(C(F)(F)F)=O>[CH:1]1([CH2:4][N:5]2[C@@H:17]3[CH2:22][CH2:21][CH2:20][CH2:19][C@H:18]3[O:23][C@@H:10]([C:11]3[CH:16]=[CH:15][CH:14]=[CH:13][CH:12]=3)[C@@H:8]([OH:9])[C:6]2=[O:7])[CH2:2][CH2:3]1 |f:1.2|. Reported procedure: A solution of (2R,3S)—N-(cyclopropylmethyl)-N-[(1R,2R)-2-hydroxycyclohexyl]-3-phenyloxirane-2-carboxamide (117b) (1.05 g, 3.33 mmol) in 125 mL acetonitrile/TFA (0.4%) was stirred for 6 hours. After evaporation the crude oil was purified by chromatography (CHCl3) to afford the title compound (850 mg, 81%). HPLC: 4.54 min (Method B). 1H NMR (300 MHz, CDCl3) δ0.37-0.44 (m, 2H), 0.49-0.57 (m, 2H), 0.85 (m, 1H), 1.03 (m, 1H), 1.14-1.50 (m, 2H), 1.66-1.80 (m, 2H), 1.83-2.02 (m, 1H), 2.03-2.16 (m, 2H),... The product is C=CCOC1CCCC(OCc2nc(-c3ccc(F)cc3)oc2C)C1. Reactants: C=CCBr, CN(C)C=O, Cl, Cc1oc(-c2ccc(F)cc2)nc1COC1CCCC(O)C1, [H-], [Na+]. As a reaction SMILES: [CH2:25]([CH:26]=[CH2:27])[Br:28].[CH3:30][N:31]([CH3:32])[CH:33]=[O:34].[ClH:29].[F:1][c:2]1[cH:3][cH:4][c:5](-[c:8]2[o:9][c:10]([CH3:22])[c:11]([CH2:13][O:14][CH:15]3[CH2:16][CH:17]([OH:21])[CH2:18][CH2:19][CH2:20]3)[n:12]2)[cH:6][cH:7]1.[H-:23].[Na+:24]>>[F:1][c:2]1[cH:3][cH:4][c:5](-[c:8]2[o:9][c:10]([CH3:22])[c:11]([CH2:13][O:14][CH:15]3[CH2:16][CH:17]([O:21][CH2:27][CH:26]=[CH2:25])[CH2:18][CH2:19][CH2:20]3)[n:12]2)[cH:6][cH:7]1. Reactants: C(C1=CC=CC=C1)O[C@H]1CCC[C@@H](C(O[C@H]([C@@H]1CCCC)C)=O)NC(OC(C)(C)C)=O (tert-butyl ((3S,7S,8S,9S)-7-(benzyloxy)-8-butyl-9-methyl-2-oxooxonan-3-yl)carbamate), [H][H] (hydrogen). Reagents/catalysts: [Pd] (Pd/C). Solvent: CCOC(=O)C (EtOAc). Conditions: time 72 hour. Product: C(CCC)[C@@H]1[C@H](CCC[C@@H](C(O[C@H]1C)=O)NC(OC(C)(C)C)=O)O (tert-butyl ((3S,7S,8R,9S)-8-butyl-7-hydroxy-9-methyl-2-oxooxonan-3-yl)carbamate). Yield: 85.5%. Reaction SMILES: C([O:8][C@@H:9]1[C@@H:17]([CH2:18][CH2:19][CH2:20][CH3:21])[C@H:16]([CH3:22])[O:15][C:14](=[O:23])[C@@H:13]([NH:24][C:25](=[O:31])[O:26][C:27]([CH3:30])([CH3:29])[CH3:28])[CH2:12][CH2:11][CH2:10]1)C1C=CC=CC=1.[H][H]>CCOC(C)=O.[Pd]>[CH2:18]([C@H:17]1[C@H:16]([CH3:22])[O:15][C:14](=[O:23])[C@@H:13]([NH:24][C:25](=[O:31])[O:26][C:27]([CH3:30])([CH3:29])[CH3:28])[CH2:12][CH2:11][CH2:10][C@@H:9]1[OH:8])[CH2:19][CH2:20][CH3:21]. Procedure details: To a solution of tert-butyl ((3S,7S,8S,9S)-7-(benzyloxy)-8-butyl-9-methyl-2-oxooxonan-3-yl)carbamate (0.600 g, 1.38 mmol) in EtOAc (15 mL) was added 10% Pd/C (0.0740 g, 0.0690 mmol). The reaction flask was placed under 1 atm. of hydrogen (balloon) and stirred vigorously for 72 h. The reaction was filtered through a pad of celite and the pad was washed with EtOAc. The filtrate was concentrated and the residue purified by flash chromatography (SiO2; EtOAc/hexanes) to give the title compound as a c... The reactants are O (Water), [H-].[Na+] (Sodium hydride), FC1=CC=C(C=C1)O (4-fluorophenol), C(C)(C)(C)OC(=O)N1CC(CC1)OS(=O)(=O)C (3-Methanesulphonyloxy-pyrrolidine-1-carboxylic acid tert-butyl ester). Solvent: CN(C)C=O (DMF). Run at time 2 minute. Product: C(C)(C)(C)OC(=O)N1CC(CC1)OC1=CC=C(C=C1)F (3-(4-fluoro-phenoxy)-pyrrolidine-1-carboxylic acid tert-butyl ester). Reaction SMILES: [H-].[Na+].[F:3][C:4]1[CH:9]=[CH:8][C:7]([OH:10])=[CH:6][CH:5]=1.[C:11]([O:15][C:16]([N:18]1[CH2:22][CH2:21][CH:20](OS(C)(=O)=O)[CH2:19]1)=[O:17])([CH3:14])([CH3:13])[CH3:12].O>CN(C=O)C>[C:11]([O:15][C:16]([N:18]1[CH2:22][CH2:21][CH:20]([O:10][C:7]2[CH:8]=[CH:9][C:4]([F:3])=[CH:5][CH:6]=2)[CH2:19]1)=[O:17])([CH3:14])([CH3:12])[CH3:13] |f:0.1|. Reported procedure: Sodium hydride (554 mg, 13.84 mmol) is added to a solution of 4-fluorophenol (1.60 g, 14.20 mmol) in DMF (20 ml) and the mixture is stirred at room temperature for 2 minutes. 3-Methanesulphonyloxy-pyrrolidine-1-carboxylic acid tert-butyl ester is added and the mixture heated at 60° C. for 18 hours. Water (50 ml) is then added and the resulting product is extracted using diethyl ether (3×30 ml). The organic extracts are dried (using MgSO4), filtered and evaporated to give a white solid, which is ...